Dataset: the Open Reaction Database (ORD), a public repository of structured organic reaction records. Task: describe an organic reaction: reactants, conditions, products, and yield Yields the product C1(=CC(=CC=C1)C1CC(=NN1C1=C(C=C(C=C1)F)F)C(C(F)(F)F)(F)F)C1=CC=CC=C1 (5-biphenyl-3-yl-1-(2,4-difluoro-phenyl)-3-pentafluoroethyl-4,5-dihydro-1H-pyrazole). The yield is 966.0%. Reaction SMILES: Br[C:2]1[CH:3]=[C:4]([CH:8]2[N:12]([C:13]3[CH:18]=[CH:17][C:16]([F:19])=[CH:15][C:14]=3[F:20])[N:11]=[C:10]([C:21]([F:27])([F:26])[C:22]([F:25])([F:24])[F:23])[CH2:9]2)[CH:5]=[CH:6][CH:7]=1.[C:28]1(B(O)O)[CH:33]=[CH:32][CH:31]=[CH:30][CH:29]=1.C(=O)([O-])[O-].[Na+].[Na+]>C1C=CC([P]([Pd]([P](C2C=CC=CC=2)(C2C=CC=CC=2)C2C=CC=CC=2)([P](C2C=CC=CC=2)(C2C=CC=CC=2)C2C=CC=CC=2)[P](C2C=CC=CC=2)(C2C=CC=CC=2)C2C=CC=CC=2)(C2C=CC=CC=2)C2C=CC=CC=2)=CC=1.CN(C)C=O>[C:2]1([C:28]2[CH:33]=[CH:32][CH:31]=[CH:30][CH:29]=2)[CH:7]=[CH:6][CH:5]=[C:4]([CH:8]2[N:12]([C:13]3[CH:18]=[CH:17][C:16]([F:19])=[CH:15][C:14]=3[F:20])[N:11]=[C:10]([C:21]([F:27])([F:26])[C:22]([F:25])([F:24])[F:23])[CH2:9]2)[CH:3]=1 |f:2.3.4,^1:46,48,67,86|. The reagents and catalysts are C=1C=CC(=CC1)[P](C=2C=CC=CC2)(C=3C=CC=CC3)[Pd]([P](C=4C=CC=CC4)(C=5C=CC=CC5)C=6C=CC=CC6)([P](C=7C=CC=CC7)(C=8C=CC=CC8)C=9C=CC=CC9)[P](C=1C=CC=CC1)(C=1C=CC=CC1)C=1C=CC=CC1 (Pd(PPh3)4). Procedure: 5-(3-Bromo-phenyl)-1-(2,4-difluoro-phenyl)-3-pentafluoroethyl-4,5-dihydro-1H-pyrazole (500.0 mg, 0.10 mmol) prepared in Step 2 of Preparation 5, phenylboronic acid (201.0 mg, 1.65 mmol), Pd(PPh3)4 (64.0 mg, cat.) and a 2N sodium carbonate solution (3.3 mL) were added to N,N-dimethylformamide (5.0 mL). The reaction mixture was stirred at 80° C. for 18 hours and then filtered through celite pad. A saturated solution of ammonium chloride was added to the filtrate, which was then extracted with ethy... Reaction conditions: temperature 80 celsius, time 18 hour. Starting materials: BrC=1C=C(C=CC1)C1CC(=NN1C1=C(C=C(C=C1)F)F)C(C(F)(F)F)(F)F (5-(3-Bromo-phenyl)-1-(2,4-difluoro-phenyl)-3-pentafluoroethyl-4,5-dihydro-1H-pyrazole), C1(=CC=CC=C1)B(O)O (phenylboronic acid), C([O-])([O-])=O.[Na+].[Na+] (sodium carbonate). Run in CN(C=O)C (N,N-dimethylformamide). Starting materials: C(C)NCCC1=CC=C(C=C1)NS(=O)(=O)C (N-Ethyl-4-methanesulphonamidophenethylamine), ClCC1=NC2=CC=C(C=C2C=C1)[N+](=O)[O-] (2-chloromethyl-6-nitroquinoline). Run in C(C)O (ethanol). Yields the product C(C)N(CC1=NC2=CC=C(C=C2C=C1)[N+](=O)[O-])CCC1=CC=C(C=C1)NS(=O)(=O)C (N-Ethyl-N-(6-nitroquinol-2-ylmethyl)-4-methanesulphonamidophenethylamine). Reaction SMILES: [CH2:1]([NH:3][CH2:4][CH2:5][C:6]1[CH:11]=[CH:10][C:9]([NH:12][S:13]([CH3:16])(=[O:15])=[O:14])=[CH:8][CH:7]=1)[CH3:2].Cl[CH2:18][C:19]1[CH:28]=[CH:27][C:26]2[C:21](=[CH:22][CH:23]=[C:24]([N+:29]([O-:31])=[O:30])[CH:25]=2)[N:20]=1>C(O)C>[CH2:1]([N:3]([CH2:4][CH2:5][C:6]1[CH:11]=[CH:10][C:9]([NH:12][S:13]([CH3:16])(=[O:15])=[O:14])=[CH:8][CH:7]=1)[CH2:18][C:19]1[CH:28]=[CH:27][C:26]2[C:21](=[CH:22][CH:23]=[C:24]([N+:29]([O-:31])=[O:30])[CH:25]=2)[N:20]=1)[CH3:2]. Reported procedure: N-Ethyl-4-methanesulphonamidophenethylamine (see Preparation 9(C)--1.7 g, 7.0 mmole) and 2-chloromethyl-6-nitroquinoline (0.78 g, 4.1 mmole) were heated at reflux temperature in ethanol (50 ml) for 4 hours. The solvent was then evaporated and the residue was diluted with aqueous sodium bicarbonate and extracted with methylene chloride. The organic layer was dried (MgSO4), evaporated and the residue was purified by column chromatography on silica eluting with methylene chloride. The product-conta... As a reaction SMILES: [CH2:1]([O:8][C:9]1[CH:14]=[CH:13][C:12]([CH2:15][C:16]([OH:18])=[O:17])=[CH:11][C:10]=1[C:19]([OH:21])=O)[C:2]1[CH:7]=[CH:6][CH:5]=[CH:4][CH:3]=1.S(Cl)(Cl)=O>>[O:21]=[C:19]1[C:7]2[CH:6]=[CH:5][CH:4]=[CH:3][C:2]=2[CH2:1][O:8][C:9]2[CH:14]=[CH:13][C:12]([CH2:15][C:16]([OH:18])=[O:17])=[CH:11][C:10]1=2. Reactants: C(C1=CC=CC=C1)OC1=C(C=C(C=C1)CC(=O)O)C(=O)O (4-benzyloxy-3-carboxyphenylacetic acid), S(=O)(Cl)Cl (thionyl chloride). Procedure details: A sample of 4-benzyloxy-3-carboxyphenylacetic acid is treated with an excess of thionyl chloride at reflux for 2 hours. The excess thionyl chloride is removed in vacuo and the remaining 4-benzyloxy-3-(chlorocarbonyl)phenylacetyl chloride is dissolved in methylene chloride-nitromethane and treated with an equivalent amount of aluminum chloride. The reaction mixture is stirred several hours at room temperature, refluxed for two hours and quenched with dilute hydrochloric acid. The layers are separ... Product: O=C1C2=C(OCC3=C1C=CC=C3)C=CC(=C2)CC(=O)O (6,11-dihydro-11-oxodibenz[b,e]oxepin-2-acetic acid). Reactants: (E)-6,7-dimethoxy-3,4-dihydronaphthalen-1(2R), OC1=C(C=C2CCCC(C2=C1)=O)OC (7-Hydroxy-6-methoxy-1-tetralone), Cl.[N+](=O)([O-])C1=CC=C(CNO)C=C1 ((4-nitrobenzyl)hydroxylamine hydrochloride), N1=CC=CC=C1 (pyridine), C(C)O (ethanol). Product: [N+](=O)([O-])C1=CC=C(CO\N=C\2/CCCC3=CC(=C(C=C23)O)OC)C=C1 ((E)-7-Hydroxy-6-methoxy-3,4-dihydronaphthalen-1(2H)-one O-4-Nitrobenzyl Oxime). Isolated yield 55.0%. Reaction SMILES: [OH:1][C:2]1[CH:11]=[C:10]2[C:5]([CH2:6][CH2:7][CH2:8][C:9]2=O)=[CH:4][C:3]=1[O:13][CH3:14].Cl.[N+:16]([C:19]1[CH:27]=[CH:26]C(CNO)=[CH:21][CH:20]=1)([O-:18])=[O:17].[N:28]1C=CC=CC=1.[CH2:34]([OH:36])[CH3:35]>>[N+:16]([C:19]1[CH:27]=[CH:26][C:35]([CH2:34][O:36]/[N:28]=[C:9]2\[CH2:8][CH2:7][CH2:6][C:5]3[C:10]\2=[CH:11][C:2]([OH:1])=[C:3]([O:13][CH3:14])[CH:4]=3)=[CH:21][CH:20]=1)([O-:18])=[O:17] |f:1.2|. Procedure details: 7-Hydroxy-6-methoxy-1-tetralone (105 mg, 0.55 mmol) was subjected to reaction with (4-nitrobenzyl)hydroxylamine hydrochloride (122 mg, 0.60 mmol) in ethanol (5 mL) and pyridine (0.5 mL, 6.45 mmol) under the same conditions as described for (E)-6,7-dimethoxy-3,4-dihydronaphthalen-1(2R)-one O-4-nitrobenzyl oxime. The solid obtained on work up was recrystallised (isopropanol) to yield the title compound (103 mg, 55%) as off-white crystals, m.p. 125-127° C. Reactants: C1NCCC2=C(C=CC=C12)N1C(CCCC1)=O (1-(1,2,3,4-Tetrahydroisoquinolin-5-yl)piperidin-2-one). Reagents/catalysts: O=[Mn]=O (MnO2). Yields the product C1=NCCC2=C(C=CC=C12)N1C(CCCC1)=O (1-(3,4-Dihydroisoquinolin-5-yl)piperidin-2-one). Isolated yield 95.6%. RXN SMILES: [CH2:1]1[C:10]2[C:5](=[C:6]([N:11]3[CH2:16][CH2:15][CH2:14][CH2:13][C:12]3=[O:17])[CH:7]=[CH:8][CH:9]=2)[CH2:4][CH2:3][NH:2]1>O=[Mn]=O>[CH:1]1[C:10]2[C:5](=[C:6]([N:11]3[CH2:16][CH2:15][CH2:14][CH2:13][C:12]3=[O:17])[CH:7]=[CH:8][CH:9]=2)[CH2:4][CH2:3][N:2]=1. Reported procedure: 33B (0.38 g, 1.650 mmol) was oxidized with MnO2 to afford 0.36 g of 33C as a dark oil. MS (ESI) m/z: 229.0 (M+H)+. The reactants are OC1=C(C(=C(C(=O)O)C(=C1F)F)F)F (4-Hydroxy-2,3,5,6-tetrafluorobenzoic acid), Cl.N12CC(C(CC1)CC2)CC(=O)O (1-azabicyclo[2.2.2]oct-3-ylacetic acid hydrochloride), C(C)(C)N=C=NC(C)C (N,N′-diisopropylcarbodiimide). The reagents and catalysts are CN(C)C=1C=CN=CC1 (DMAP). The solvent is CN(C)C=O (DMF). Run at time 8 hour. Product: N12CC(C(CC1)CC2)CC(=O)OC2=C(C(=C(C(=O)O)C(=C2F)F)F)F ((2-(1-Azabicyclo[2.2.2]oct-3-yl)acetoxy}-2,3,5,6-tetrafluorobenzoic acid). Isolated yield 235.9%. As a reaction SMILES: [OH:1][C:2]1[C:10]([F:11])=[C:9]([F:12])[C:5]([C:6]([OH:8])=[O:7])=[C:4]([F:13])[C:3]=1[F:14].Cl.[N:16]12[CH2:23][CH2:22][CH:19]([CH2:20][CH2:21]1)[CH:18]([CH2:24][C:25](O)=[O:26])[CH2:17]2.C(N=C=NC(C)C)(C)C>CN(C=O)C.CN(C1C=CN=CC=1)C>[N:16]12[CH2:21][CH2:20][CH:19]([CH2:22][CH2:23]1)[CH:18]([CH2:24][C:25]([O:1][C:2]1[C:3]([F:14])=[C:4]([F:13])[C:5]([C:6]([OH:8])=[O:7])=[C:9]([F:12])[C:10]=1[F:11])=[O:26])[CH2:17]2 |f:1.2|. Procedure: 2 g of the polymeric support resin from Example 8A (loading about 1.36 mmol/g, 2.72 mmol) are suspended in 20 ml of DMF and shaken with 1.23 g (5.98 mmol) of 1-azabicyclo[2.2.2]oct-3-ylacetic acid hydrochloride and 130 mg (1.09 mmol) of DMAP for 10 min. Then 1.06 ml (6.80 mmol) of N,N′-diisopropylcarbodiimide are added, and the mixture is shaken overnight. The resin is filtered off with suction, washed twice each with 20 ml each of DMF, THF and DCM and dried under high vacuum. 2.318 g of the pol... The reactants are CN(C)S(=O)(=O)Nc1ccc(C(=O)Nc2ccc(Br)cc2)cc1, O=C1OC(Br)c2ccccc21, O=C([O-])[O-], CC(C)=O, [K+], [K+]. Yields the product CN(C)S(=O)(=O)N(c1ccc(C(=O)Nc2ccc(Br)cc2)cc1)C1OC(=O)c2ccccc21. RXN SMILES: [Br:1][c:2]1[cH:3][cH:4][c:5]([NH:6][C:7]([c:8]2[cH:9][cH:10][c:11]([NH:14][S:15](=[O:16])(=[O:17])[N:18]([CH3:19])[CH3:20])[cH:12][cH:13]2)=[O:21])[cH:22][cH:23]1.[Br:30][CH:31]1[O:32][C:33](=[O:34])[c:35]2[cH:36][cH:37][cH:38][cH:39][c:40]21.[C:24](=[O:25])([O-:26])[O-:27].[CH3:41][C:42](=[O:43])[CH3:44].[K+:28].[K+:29]>>[Br:1][c:2]1[cH:3][cH:4][c:5]([NH:6][C:7]([c:8]2[cH:9][cH:10][c:11]([N:14]([S:15](=[O:16])(=[O:17])[N:18]([CH3:19])[CH3:20])[CH:31]3[O:32][C:33](=[O:34])[c:35]4[cH:36][cH:37][cH:38][cH:39][c:40]43)[cH:12][cH:13]2)=[O:21])[cH:22][cH:23]1. Reactants: methyl methacrylate, F[H-]F.CN(C)[S+](N(C)C)N(C)C (tris(dimethylamino)sulfonium bifluoride), CC(=C(OCCO[Si](C)(C)C)O[Si](C)(C)C)C ([(2-methyl-1-[2-(trimethylsiloxy)ethoxy]-1-propenyl)oxy]trimethylsilane), C(C(=C)C)(=O)OCCCC (BMA). Solvent: C1CCOC1 (THF). Yields the product C(C(=C)C)(=O)OC.C(C(=C)C)(=O)OCCCC (Methyl Methacrylate n-Butyl Methacrylate). As a reaction SMILES: [CH3:1][C:2]([CH3:17])=[C:3]([O:12][Si](C)(C)C)[O:4][CH2:5]CO[Si](C)(C)C.[C:18]([O:23][CH2:24][CH2:25][CH2:26][CH3:27])(=[O:22])[C:19]([CH3:21])=[CH2:20].F[H-]F.CN([S+](N(C)C)N(C)C)C>C1COCC1>[C:3]([O:4][CH3:5])(=[O:12])[C:2]([CH3:17])=[CH2:1].[C:18]([O:23][CH2:24][CH2:25][CH2:26][CH3:27])(=[O:22])[C:19]([CH3:21])=[CH2:20] |f:2.3,5.6|. Procedure details: Following the procedure of Example 26, hydroxyterminated methyl methacrylate (35%)n-butyl methacrylate (BMA) (65%) copolymer was prepared using the following amounts of materials: [(2-methyl-1-[2-(trimethylsiloxy)ethoxy]-1-propenyl)oxy]trimethylsilane, 0.51 g (1.85 mmol); MMA, 11 ml (103.7 mmol); BMA, 30 ml (188.5 mmol); tris(dimethylamino)sulfonium bifluoride, 20 mg (0.1 mmol); THF, 100 ml. Upon addition of the monomers the temperature rose to 48.6° from 20.6°. Evaporation of solvents and dryin... The reactants are ClC1=NC=CC(=N1)C=1C=C(C=O)C=CC1 (3-(2-Chloro-pyrimidin-4-yl)-benzaldehyde), C(C)(C)(C)OC(=O)N1C(CNCC1C)C (2,6-dimethyl-piperazine-1-carboxylic acid tert-butyl ester), 417. Product: C(C)(C)(C)OC(=O)N1C(CN(CC1C)CC1=CC(=CC=C1)C1=NC(=NC=C1)Cl)C (4-[3-(2-Chloro-pyrimidin-4-yl)-benzyl]-2,6-dimethyl-piperazine-1-carboxylic acid tert-butyl ester). RXN SMILES: [Cl:1][C:2]1[N:7]=[C:6]([C:8]2[CH:9]=[C:10]([CH:13]=[CH:14][CH:15]=2)[CH:11]=O)[CH:5]=[CH:4][N:3]=1.[C:16]([O:20][C:21]([N:23]1[CH:28]([CH3:29])[CH2:27][NH:26][CH2:25][CH:24]1[CH3:30])=[O:22])([CH3:19])([CH3:18])[CH3:17]>>[C:16]([O:20][C:21]([N:23]1[CH:28]([CH3:29])[CH2:27][N:26]([CH2:11][C:10]2[CH:13]=[CH:14][CH:15]=[C:8]([C:6]3[CH:5]=[CH:4][N:3]=[C:2]([Cl:1])[N:7]=3)[CH:9]=2)[CH2:25][CH:24]1[CH3:30])=[O:22])([CH3:19])([CH3:17])[CH3:18]. Procedure details: Intermediate 1 was coupled with 2,6-dimethyl-piperazine-1-carboxylic acid tert-butyl ester following procedure B. LC-MS showed the product had the expected M+H+ of 417.